This data is from the Open Reaction Database (ORD), a public repository of structured organic reaction records. The task is: describe an organic reaction: reactants, conditions, products, and yield Reactants: OBO, COc1ccc2nc(Br)cn2c1, [K+], [K+], O=C([O-])[O-], CN(C)C=O, c1ccc2occc2c1. The product is COc1ccc2nc(-c3cc4ccccc4o3)cn2c1. As a reaction SMILES: [BH:1]([OH:2])[OH:3].[Br:13][c:14]1[n:15][c:16]2[n:17]([cH:18][c:19]([O:22][CH3:23])[cH:20][cH:21]2)[cH:24]1.[K+:25].[K+:26].[O-:27][C:28]([O-:29])=[O:30].[O:31]=[CH:32][N:33]([CH3:34])[CH3:35].[o:4]1[cH:5][cH:6][c:7]2[c:8]1[cH:9][cH:10][cH:11][cH:12]2>>[o:4]1[c:5](-[c:14]2[n:15][c:16]3[n:17]([cH:18][c:19]([O:22][CH3:23])[cH:20][cH:21]3)[cH:24]2)[cH:6][c:7]2[c:8]1[cH:9][cH:10][cH:11][cH:12]2. Reactants: BrC1=CC=2N3C4=C(C=C(C=C4C2C=C1)O)C(C(=C3)CC=3C=NC=CC3)=O (9-bromo-2-hydroxy-5-(3-pyridylmethyl)-4H-pyrido[3,2,1-jk]carbazole-4-one), ice water, C([O-])([O-])=O.[K+].[K+] (potassium carbonate), N1=CC(=CC=C1)CCl (3-picolylchloride). Solvent: CS(=O)C (dimethyl sulfoxide). Conditions: time 30 minute. Yields the product BrC1=CC=2N3C4=C(C=C(C=C4C2C=C1)OCC=1C=NC=CC1)C(C(=C3)CC=3C=NC=CC3)=O (9-bromo-5-(3-pyridylmethyl)-2-(3-pyridylmethyloxy)-4H-pyrido[3,2,1-jk]carbazole-4-one). Isolated yield 72.0%. RXN SMILES: [Br:1][C:2]1[CH:14]=[CH:13][C:12]2[C:11]3[C:6]4=[C:7]([C:16](=[O:26])[C:17]([CH2:19][C:20]5[CH:21]=[N:22][CH:23]=[CH:24][CH:25]=5)=[CH:18][N:5]4[C:4]=2[CH:3]=1)[CH:8]=[C:9]([OH:15])[CH:10]=3.C(=O)([O-])[O-].[K+].[K+].[N:33]1[CH:38]=[CH:37][CH:36]=[C:35]([CH2:39]Cl)[CH:34]=1>CS(C)=O>[Br:1][C:2]1[CH:14]=[CH:13][C:12]2[C:11]3[C:6]4=[C:7]([C:16](=[O:26])[C:17]([CH2:19][C:20]5[CH:21]=[N:22][CH:23]=[CH:24][CH:25]=5)=[CH:18][N:5]4[C:4]=2[CH:3]=1)[CH:8]=[C:9]([O:15][CH2:39][C:35]1[CH:34]=[N:33][CH:38]=[CH:37][CH:36]=1)[CH:10]=3 |f:1.2.3|. Reported procedure: 9-bromo-2-hydroxy-5-(3-pyridylmethyl)-4H-pyrido[3,2,1-jk]carbazole-4-one (200 mg) produced in Example 102 was suspended in dimethyl sulfoxide (8 ml). After adding potassium carbonate (204 mg), the mixture was stirred at room temperature for 30 minutes, and 3-picolylchloride (0.09 ml) was added. After stirring at room temperature for 12 hours, the reaction mixture was poured into ice water (20 ml) and the crystals precipitated were recovered by filtration. The thus obtained crude crystals were wa... The reactants are Cl (HCl), BrC1=CC(=C(C=C1)C=C)C (4-bromo-2-methyl-1-vinylbenzene), C1CCOC1 (THF), [OH-].[Na+] (NaOH), OO (H2O2). Solvent: B1C2CCCC1CCC2 (9-BBN). Run at temperature 0 celsius. The product is BrC1=CC(=C(C=C1)CCO)C (2-(4-bromo-2-methylphenyl)ethanol). The yield is 64.2%. RXN SMILES: [Br:1][C:2]1[CH:7]=[CH:6][C:5]([CH:8]=[CH2:9])=[C:4]([CH3:10])[CH:3]=1.C1C[O:14]CC1.[OH-].[Na+].OO.Cl>B1C2CCCC1CCC2>[Br:1][C:2]1[CH:7]=[CH:6][C:5]([CH2:8][CH2:9][OH:14])=[C:4]([CH3:10])[CH:3]=1 |f:2.3|. Reported procedure: A solution of 30A (1.5 g, 7.6 mmol) in 0.5 M 9-BBN in THF (40 mL, 20 mmol) was heated at 120° C. in a sealed tube for 15 min in a microwave. The mixture was cooled to 0° C. in a 250 mL Erlenmeyer flask. NaOH (1.0 M, 40 mL) then H2O2 (30%, 40 mL) were added slowly dropwise while maintaining the internal temperature below 30° C. HCl (1.0 M, 40 mL) was added and the mixture was extracted with Et2O (2×100 mL). The organics were combined, washed with NaHCO3, brine, dried over Na2SO4 and concentrated ... Starting materials: IC=1C=C2C=NNC2=CC1 (5-iodio-1H-indazole), COC(CBr)OC (2-bromoacetaldehyde dimethyl acetal), C(=O)([O-])[O-].[Cs+].[Cs+] (Cs2CO3). The solvent is CS(=O)C (DMSO), O (H2O), CCOC(=O)C (EtOAc). Reaction conditions: temperature 40 celsius, time 18 hour. Product: COC(CN1N=CC2=CC(=CC=C12)I)OC (1-(2,2-Dimethoxyethyl)-5-iodo-1H-indazole). Isolated yield 39.9%. RXN SMILES: [I:1][C:2]1[CH:3]=[C:4]2[C:8](=[CH:9][CH:10]=1)[NH:7][N:6]=[CH:5]2.[CH3:11][O:12][CH:13]([O:16][CH3:17])[CH2:14]Br.C([O-])([O-])=O.[Cs+].[Cs+]>CS(C)=O.O.CCOC(C)=O>[CH3:11][O:12][CH:13]([O:16][CH3:17])[CH2:14][N:7]1[C:8]2[C:4](=[CH:3][C:2]([I:1])=[CH:10][CH:9]=2)[CH:5]=[N:6]1 |f:2.3.4|. Procedure: To a solution of 5-iodio-1H-indazole (8.28 g, 33.9 mmol) in DMSO (104 mL) was added 2-bromoacetaldehyde dimethyl acetal (7.9 mL, 68 mmol) and Cs2CO3 (44.1 g, 136 mmol). The reaction mixture was stirred at 40° C. for 18 h; then the reaction mixture was diluted with H2O (100 mL) and EtOAc (175 mL). The partitioned material was extracted with EtOAc (4×175 mL). The organics were washed with brine (2×100 mL), dried (Na2SO4), filtered, and concentrated. Purification by flash chromatography (silica gel... Starting materials: COCC=1C(=C(C2=CC=CC=C2C1)OC1=CC=C(C=C1)/C=C/C(=O)OCC)C1=CC=CC=C1 (Ethyl (2E)-3-[4-({3-[(methyloxy)methyl]-2-phenyl-1-naphthalenyl}oxy)phenyl]-2-propenoate), [OH-].[Na+] (NaOH). Run in CCO (EtOH), C1CCOC1 (THF). Product: COCC=1C(=C(C2=CC=CC=C2C1)OC1=CC=C(C=C1)/C=C/C(=O)O)C1=CC=CC=C1 ((2E)-3-[4-({3-[(Methyloxy)methyl]-2-phenyl-1-naphthalenyl}oxy)phenyl]-2-propenoic acid). Yield: 95.3%. RXN SMILES: [CH3:1][O:2][CH2:3][C:4]1[C:5]([C:28]2[CH:33]=[CH:32][CH:31]=[CH:30][CH:29]=2)=[C:6]([O:14][C:15]2[CH:20]=[CH:19][C:18](/[CH:21]=[CH:22]/[C:23]([O:25]CC)=[O:24])=[CH:17][CH:16]=2)[C:7]2[C:12]([CH:13]=1)=[CH:11][CH:10]=[CH:9][CH:8]=2.[OH-].[Na+]>C1COCC1.CCO>[CH3:1][O:2][CH2:3][C:4]1[C:5]([C:28]2[CH:33]=[CH:32][CH:31]=[CH:30][CH:29]=2)=[C:6]([O:14][C:15]2[CH:20]=[CH:19][C:18](/[CH:21]=[CH:22]/[C:23]([OH:25])=[O:24])=[CH:17][CH:16]=2)[C:7]2[C:12]([CH:13]=1)=[CH:11][CH:10]=[CH:9][CH:8]=2 |f:1.2|. Procedure details: Ethyl ester (147) (20 mg, 0.046 mmol) was saponified with 1 N NaOH in THF and EtOH to give 18 mg (93%) of the title compound (148) as an off-white solid. mp 76-79° C. 1H NMR (400 MHz, CDCl3): δ 3.33 (s, 3H), 4.31 (s, 2H), 6.22 (d, J=15.9 Hz, 1H), 6.60 (d, J=8.8 Hz, 2H), 7.15-7.20 (m, 2H), 7.20-7.30 (m, 5H), 7.44 (t, J=7.9 Hz, 1H), 7.52 (t, J=7.5 Hz, 1H), 7.62 (d, J=15.9 Hz, 1H), 7.83 (d, J=8.5 Hz, 1H), 7.93 (d, J=8.2 Hz, 1H), 7.95 (s, 1H). LCMS (ESI): m/z 433 (M+Na)+, m/z 409 (M−H)−. HRMS (EI) C... Starting materials: C(C)C1(C(OCC2=C1C=C1C=3N=C4C(=C(C3CN1C2=O)CC[Si](C)(C)CCCO)C=CC=C4)=O)OC(OCC4=CC=CC=C4)=O (Carbonic acid benzyl ester 4-ethyl-11-{2-[(3-hydroxy-propyl)-dimethyl-silanyl]-ethyl}-3,13-dioxo-3,4,12,13-tetrahydro-1H-2-oxa-6,12a-diaza-dibenzo[b,h]fluoren-4-yl ester), C1(CCC1)C(=O)Cl (cyclobutanecarbonyl chloride). The reagents and catalysts are CN(C1=CC=NC=C1)C (4-dimethylaminopyridine). Run in ClCCl (dichloromethane). Reaction conditions: temperature 21 celsius, time 5 hour. Yields the product C(C1=CC=CC=C1)OC(=O)OC1(C(OCC2=C1C=C1C=3N=C4C(=C(C3CN1C2=O)CC[Si](CCCOC(=O)C2CCC2)(C)C)C=CC=C4)=O)CC (Cyclobutanecarboxylic acid 3-{[2-(4-benzyloxycarbonyloxy-4-ethyl-3,13-dioxo-3,4,12,13-tetrahydro-1H-2-oxa-6,12a-diaza-dibenzo[b,h]fluoren-11-yl)-ethyl]-dimethyl-silanyl}-propyl ester). RXN SMILES: [CH2:1]([C:3]1([O:35][C:36](=[O:45])[O:37][CH2:38][C:39]2[CH:44]=[CH:43][CH:42]=[CH:41][CH:40]=2)[C:8]2[CH:9]=[C:10]3[N:18]([C:19](=[O:20])[C:7]=2[CH2:6][O:5][C:4]1=[O:34])[CH2:17][C:16]1[C:15]([CH2:21][CH2:22][Si:23]([CH2:26][CH2:27][CH2:28][OH:29])([CH3:25])[CH3:24])=[C:14]2[CH:30]=[CH:31][CH:32]=[CH:33][C:13]2=[N:12][C:11]3=1)[CH3:2].[CH:46]1([C:50](Cl)=[O:51])[CH2:49][CH2:48][CH2:47]1>CN(C)C1C=CN=CC=1.ClCCl>[CH2:38]([O:37][C:36]([O:35][C:3]1([CH2:1][CH3:2])[C:8]2[CH:9]=[C:10]3[N:18]([C:19](=[O:20])[C:7]=2[CH2:6][O:5][C:4]1=[O:34])[CH2:17][C:16]1[C:15]([CH2:21][CH2:22][Si:23]([CH3:25])([CH3:24])[CH2:26][CH2:27][CH2:28][O:29][C:50]([CH:46]2[CH2:49][CH2:48][CH2:47]2)=[O:51])=[C:14]2[CH:30]=[CH:31][CH:32]=[CH:33][C:13]2=[N:12][C:11]3=1)=[O:45])[C:39]1[CH:40]=[CH:41][CH:42]=[CH:43][CH:44]=1. Procedure: A mixture of Compound 53 (70 mg, 0.11 mmol), 4-dimethylaminopyridine (27 mg, 0.22 mmol), and cyclobutanecarbonyl chloride (26 mg, 0.22 mmol) in 2.0 mL of dichloromethane was stirred at 21° C. for 5 hours. The reaction was quenched with saturated sodium bicarbonate solution, and aqueous layer was extracted with dichloromethane. The combined organic layers were dried over sodium sulfate and concentrated to afford a crude product, which was chromatographed to give the desired product. Reactants: Cl (hydrochloric acid), BrC1=CC=C(C=O)C=C1 (4-bromobenzaldehyde), [I-].[K+] (potassium iodide), CN(C=O)C (dimethylformamide). Reagents/catalysts: [Cu](I)I (copper iodide). The solvent is C(C)(=O)OCC (ethyl acetate). Reaction conditions: time 1 hour. Product: IC1=CC=C(C=O)C=C1 (4-iodobenzaldehyde). Reaction SMILES: Br[C:2]1[CH:9]=[CH:8][C:5]([CH:6]=[O:7])=[CH:4][CH:3]=1.[I-:10].[K+].CN(C)C=O.Cl>[Cu](I)I.C(OCC)(=O)C>[I:10][C:2]1[CH:9]=[CH:8][C:5]([CH:6]=[O:7])=[CH:4][CH:3]=1 |f:1.2|. Procedure details: 8.0 g (43.2 mmol) of 4-bromobenzaldehyde, 107.6 g (0.65 mmol) of potassium iodide, 41.1 g (0.22 mmol) of copper iodide and 130 mL of dimethylformamide (DMF) were put in a 300 mL three-neck flask, and refluxed in a nitrogen atmosphere for 3 hours. After it was put back at a room temperature, 1N of hydrochloric acid and ethyl acetate were added, and stirred for 1 hour. It was filtered to remove potassium iodide and copper iodide, and the filtrate was washed with sodium sulfate and water, and dried... The reactants are CCCCCCN1CCC(C(=O)OCC)(c2ccccc2)CC1, CCN, CC(C)=O, Cl, Cl. The product is CCCCCCN1CCC(C(=O)NCC)(c2ccccc2)CC1. Reaction SMILES: [CH2:2]([CH2:3][CH2:4][CH2:5][CH2:6][CH3:7])[N:8]1[CH2:9][CH2:10][C:11]([C:14]([O:16][CH2:15][CH3:17])=[O:18])([c:19]2[cH:20][cH:21][cH:22][cH:23][cH:24]2)[CH2:12][CH2:13]1.[CH3:25][CH2:26][NH2:27].[CH3:29][C:30](=[O:31])[CH3:32].[ClH:1].[ClH:28]>>[CH2:2]([CH2:3][CH2:4][CH2:5][CH2:6][CH3:7])[N:8]1[CH2:9][CH2:10][C:11]([C:14](=[O:16])[NH:27][CH2:26][CH3:25])([c:19]2[cH:20][cH:21][cH:22][cH:23][cH:24]2)[CH2:12][CH2:13]1.